Dataset: the Open Reaction Database (ORD), a public repository of structured organic reaction records. Task: describe an organic reaction: reactants, conditions, products, and yield Reactants: CCc1cc(=O)oc2[nH]c(=S)[nH]c(=O)c12, CN(C)C=O, O. The product is CCc1cc(=O)oc2nc(SC)[nH]c(=O)c12. RXN SMILES: [CH2:1]([CH3:2])[c:3]1[cH:4][c:5](=[O:15])[o:6][c:7]2[nH:8][c:9](=[S:14])[nH:10][c:11](=[O:13])[c:12]12.[O:17]=[CH:18][N:19]([CH3:20])[CH3:21].[OH2:16]>>[CH2:1]([CH3:2])[c:3]1[cH:4][c:5](=[O:15])[o:6][c:7]2[n:8][c:9]([S:14][CH3:18])[nH:10][c:11](=[O:13])[c:12]12. Reaction SMILES: Cl[C:2]1[N:3]=[CH:4][C:5]2[C:10]([CH:11]=1)=[C:9]([N+:12]([O-])=O)[CH:8]=[CH:7][CH:6]=2.[CH3:15][NH:16][CH3:17]>>[CH3:15][N:16]([CH3:17])[C:2]1[N:3]=[CH:4][C:5]2[CH:6]=[CH:7][CH:8]=[C:9]([NH2:12])[C:10]=2[CH:11]=1. The reactants are ClC=1N=CC2=CC=CC(=C2C1)[N+](=O)[O-] (3-Chloro-5-nitroisoquinoline), CNC (dimethylamine), CNC (dimethylamine). Isolated yield 59.0%. Conditions: temperature 100 celsius. Procedure details: 3-Chloro-5-nitroisoquinoline (Description 108, 160 mg, 0.767 mmol) was dissolved in 33% ethanolic dimethylamine (6 ml) and the mixture then heated in a sealed tube at 100° C. for 2.5 h. After cooling to room temperature the solvent and excess dimethylamine was evaporated and the residue reduced according to the procedure of Description 45 to give the title compound (85 mg, 59%). The product is CN(C=1N=CC=2C=CC=C(C2C1)N)C (3-(Dimethylamino)isoquinolin-5-amine).